From a dataset of the Open Reaction Database (ORD), a public repository of structured organic reaction records. describe an organic reaction: reactants, conditions, products, and yield Reactants: C1(CCCCC1)CSC=1C(CC(CC1O)(C)C)=O (2-(cyclohexylmethylthio)-3-hydroxy-5,5-dimethyl-2-cyclohexen-1-one), OO (hydrogen peroxide), ice water. Solvent: C(C)(=O)O (acetic acid). Reaction conditions: time 24 hour. The product is C1(CCCCC1)CS(=O)C=1C(CC(CC1O)(C)C)=O (2-(Cyclohexylmethylsulfinyl)-3-hydroxy-5,5-dimethyl-2-cyclohexen-1-one). As a reaction SMILES: [CH:1]1([CH2:7][S:8][C:9]2[C:10](=[O:18])[CH2:11][C:12]([CH3:17])([CH3:16])[CH2:13][C:14]=2[OH:15])[CH2:6][CH2:5][CH2:4][CH2:3][CH2:2]1.[OH:19]O>C(O)(=O)C>[CH:1]1([CH2:7][S:8]([C:9]2[C:14](=[O:15])[CH2:13][C:12]([CH3:16])([CH3:17])[CH2:11][C:10]=2[OH:18])=[O:19])[CH2:2][CH2:3][CH2:4][CH2:5][CH2:6]1. Procedure: A mixture of 2-(cyclohexylmethylthio)-3-hydroxy-5,5-dimethyl-2-cyclohexen-1-one (8.0 g., 0.029 mole), 50 ml. of glacial acetic acid and 30 percent hydrogen peroxide (3.26 g., 0.029 mole) was allowed to stand at room temperature for 24 hours. The solution was then poured into ice-water, and the precipitated pink crystals were filtered and dried (7.7 g., m.p. 77°-79.5°C.). Starting materials: C(C)OC(=O)C=1C(=C2N(N=CC(=C2Cl)C#N)C1)C (4-chloro-3-cyano-5-methyl-pyrrolo[1,2-b]pyridazine-6-carboxylic acid ethyl ester), O(C1=CC=CC=C1)C=1C=CC(=NC1)N (5-Phenoxy-pyridin-2-ylamine), C(C)OC(=O)C=1C(=C2N(N=CC(=C2NC2=CC(=C(C=C2)SC=2N(C=CN2)C)Cl)C#N)C1)C (4-[3-Chloro-4-(1-methyl-1H-imidazol-2-ylsulfanyl)-phenylamino]-3-cyano-5-methyl-pyrrolo[1,2-b]pyridazine-6-carboxylic Acid Ethyl Ester), CN(C)C=O (DMF). Run in C1CCOC1 (THF). The product is C(C)OC(=O)C=1C(=C2N(N=CC(=C2NC2=NC=C(C=C2)OC2=CC=CC=C2)C#N)C1)C (3-Cyano-5-methyl-4-(5-phenoxy-pyridin-2-ylamino)-pyrrolo[1,2-b]pyridazine-6-carboxylic Acid Ethyl Ester). The yield is 50.8%. As a reaction SMILES: [CH2:1]([O:3][C:4]([C:6]1[C:7]([CH3:18])=[C:8]2[C:13](Cl)=[C:12]([C:15]#[N:16])[CH:11]=[N:10][N:9]2[CH:17]=1)=[O:5])[CH3:2].[O:19]([C:26]1[CH:27]=[CH:28][C:29]([NH2:32])=[N:30][CH:31]=1)[C:20]1[CH:25]=[CH:24][CH:23]=[CH:22][CH:21]=1.C(OC(C1C(C)=C2C(NC3C=CC(SC4N(C)C=CN=4)=C(Cl)C=3)=C(C#N)C=NN2C=1)=O)C.CN(C=O)C>C1COCC1>[CH2:1]([O:3][C:4]([C:6]1[C:7]([CH3:18])=[C:8]2[C:13]([NH:32][C:29]3[CH:28]=[CH:27][C:26]([O:19][C:20]4[CH:25]=[CH:24][CH:23]=[CH:22][CH:21]=4)=[CH:31][N:30]=3)=[C:12]([C:15]#[N:16])[CH:11]=[N:10][N:9]2[CH:17]=1)=[O:5])[CH3:2]. Procedure: Compound 429 (21 mg, 51%) was prepared from 4-chloro-3-cyano-5-methyl-pyrrolo[1,2-b]pyridazine-6-carboxylic acid ethyl ester (Example 1D) (26 mg, 0.1 mmol) and 429C (210 mg, 1.0 mmol) by a route analogous to that used for the preparation of compound 426, DMF (1 ml) was used as solvent instead of THF. 429 is a yellow solid and has a retention time of 6.24 min (standard LC1 method, 8 min run). MS Found: (M+H)+=414.2 Starting materials: C(C)C1=CC=C(CNC2=CC3=C(N=CN3)C=C2)C=C1 (N-(4-ethylbenzyl)benzimidazol-5-amine), CSC1=CC=C(CBr)C=C1 (4-methylthiobenzylbromide), C(=O)([O-])[O-].[K+].[K+] (K2CO3). Yields the product CSC1=CC=C(CN(C2=CC3=C(NC=N3)C=C2)CC2=CC=C(C=C2)CC)C=C1 (N-(4-(Methylthio)benzyl)-N-(4-ethylbenzyl)-1H-benzo[d]imidazol-5-amine). RXN SMILES: [CH2:1]([C:3]1[CH:19]=[CH:18][C:6]([CH2:7][NH:8][C:9]2[CH:17]=[CH:16][C:12]3[N:13]=[CH:14][NH:15][C:11]=3[CH:10]=2)=[CH:5][CH:4]=1)[CH3:2].[CH3:20][S:21][C:22]1[CH:29]=[CH:28][C:25]([CH2:26]Br)=[CH:24][CH:23]=1.C([O-])([O-])=O.[K+].[K+]>>[CH3:20][S:21][C:22]1[CH:29]=[CH:28][C:25]([CH2:26][N:8]([CH2:7][C:6]2[CH:18]=[CH:19][C:3]([CH2:1][CH3:2])=[CH:4][CH:5]=2)[C:9]2[CH:17]=[CH:16][C:12]3[NH:13][CH:14]=[N:15][C:11]=3[CH:10]=2)=[CH:24][CH:23]=1 |f:2.3.4|. Procedure details: The compound was synthesized starting from N-(4-ethylbenzyl)benzimidazol-5-amine (251 mg; 1 mmol; 1 eq.), 4-methylthiobenzylbromide (239 mg; 1.1 mmol; 1.1 eq.) and K2CO3 (152 mg; 1.1 mmol; 1.1 eq.) according to method 6; Yield: 0.166 g (42.9%); MS m/z: 388.4